This data is from the Open Reaction Database (ORD), a public repository of structured organic reaction records. The task is: describe an organic reaction: reactants, conditions, products, and yield Reactants: BrC=1N([C@H]2C[C@H](O)[C@@H](CO)O2)C=2N=C(NC(C2N1)=O)N (8-Bromodeoxyguanosine), C(C)(=O)O (acetic acid), [Na] (sodium), C(C1=CC=CC=C1)O (benzyl alcohol), [Na] (sodium). Run in CS(=O)C (DMSO), CS(=O)C (dimethyl sulfoxide). Reaction conditions: temperature 65 celsius. Yields the product C(C1=CC=CC=C1)OC=1N([C@H]2C[C@H](O)[C@@H](CO)O2)C=2N=C(NC(C2N1)=O)N (8-(benzyloxy)-2'-deoxyguanosine). As a reaction SMILES: [Na].[CH2:2]([OH:9])[C:3]1[CH:8]=[CH:7][CH:6]=[CH:5][CH:4]=1.Br[C:11]1[N:12]([C:21]2[N:22]=[C:23]([NH2:29])[NH:24][C:25](=[O:28])[C:26]=2[N:27]=1)[C@@H:13]1[O:20][C@H:17]([CH2:18][OH:19])[C@@H:15]([OH:16])[CH2:14]1.C(O)(=O)C>CS(C)=O>[CH2:2]([O:9][C:11]1[N:12]([C:21]2[N:22]=[C:23]([NH2:29])[NH:24][C:25](=[O:28])[C:26]=2[N:27]=1)[C@@H:13]1[O:20][C@H:17]([CH2:18][OH:19])[C@@H:15]([OH:16])[CH2:14]1)[C:3]1[CH:8]=[CH:7][CH:6]=[CH:5][CH:4]=1 |^1:0|. Procedure details: Two hundred mL of dimethyl sulfoxide (DMSO) are added to a freshly prepared solution of sodium benzoylate (made from benzyl alcohol (75 mL) and sodium (2.14 g)) under an atmosphere of argon. 8-Bromodeoxyguanosine (10 g, 29 mmol) in DMSO (80 mL) is added to the resulting mixture and the reaction is heated to 65° C. for 24 hours. After cooling to room temperature, the reaction mixture is neutralized with glacial acetic acid and the DMSO is removed by vacuum distillation at 65° C. The remaining sol... The reactants are C(C)(C)(C)P(C(C)(C)C)C(C)(C)C (tri-tert-butylphosphine), BrC=1C(=NN2C(=NN=CC21)C2=NOC(=C2)C)OCC2=NC=NN2C (3-Bromo-7-(5-methylisoxazol-3-yl)-2-(1-methyl-1H-[1,2, 4]triazol-5-ylmethoxy)pyrazolo[1,5-d][1,2,4]triazine), S1C=C(C=C1)B(O)O (thiophene-3-boronic acid), C([O-])([O-])=O.[Cs+].[Cs+] (cesium carbonate), S1C=C(C=C1)B(O)O (thiophene-3-boronic acid), C(C)(C)(C)P(C(C)(C)C)C(C)(C)C (tri-tert-butylphosphine), C([O-])([O-])=O.[Cs+].[Cs+] (cesium carbonate). The reagents and catalysts are C=1C=CC(=CC1)/C=C/C(=O)/C=C/C2=CC=CC=C2.C=1C=CC(=CC1)/C=C/C(=O)/C=C/C2=CC=CC=C2.C=1C=CC(=CC1)/C=C/C(=O)/C=C/C2=CC=CC=C2.[Pd].[Pd] (Pd2(dba)3), C=1C=CC(=CC1)/C=C/C(=O)/C=C/C2=CC=CC=C2.C=1C=CC(=CC1)/C=C/C(=O)/C=C/C2=CC=CC=C2.C=1C=CC(=CC1)/C=C/C(=O)/C=C/C2=CC=CC=C2.[Pd].[Pd] (Pd2(dba)3). The solvent is O1CCOCC1 (dioxan). Reaction conditions: temperature 90 celsius, time 24 hour. Yields the product CC1=CC(=NO1)C1=NN=CC=2N1N=C(C2C2=CSC=C2)OCC2=NC=NN2C (7-(5-Methylisoxazol-3-yl)-2-(1-methyl-1H-[1,2,4]triazol-5-ylmethoxy)-3-thiophen-3-ylpyrazolo[1,5-d][1,2,4]triazine). The yield is 34.1%. RXN SMILES: Br[C:2]1[C:3]([O:17][CH2:18][C:19]2[N:23]([CH3:24])[N:22]=[CH:21][N:20]=2)=[N:4][N:5]2[C:10]=1[CH:9]=[N:8][N:7]=[C:6]2[C:11]1[CH:15]=[C:14]([CH3:16])[O:13][N:12]=1.[S:25]1[CH:29]=[CH:28][C:27](B(O)O)=[CH:26]1.C(=O)([O-])[O-].[Cs+].[Cs+].C(P(C(C)(C)C)C(C)(C)C)(C)(C)C>O1CCOCC1.C1C=CC(/C=C/C(/C=C/C2C=CC=CC=2)=O)=CC=1.C1C=CC(/C=C/C(/C=C/C2C=CC=CC=2)=O)=CC=1.C1C=CC(/C=C/C(/C=C/C2C=CC=CC=2)=O)=CC=1.[Pd].[Pd]>[CH3:16][C:14]1[O:13][N:12]=[C:11]([C:6]2[N:5]3[N:4]=[C:3]([O:17][CH2:18][C:19]4[N:23]([CH3:24])[N:22]=[CH:21][N:20]=4)[C:2]([C:27]4[CH:28]=[CH:29][S:25][CH:26]=4)=[C:10]3[CH:9]=[N:8][N:7]=2)[CH:15]=1 |f:2.3.4,7.8.9.10.11|. Procedure: A stirred mixture of the bromide (Example 7) (100 mg, 0.26 mmol), thiophene-3-boronic acid (49 mg, 0.38 mmol) and cesium carbonate (167 mg, 0.51 mmol) in dioxan (20 mL) was degassed by evaporating under high vacuum until cold then refilled with N2 and allowed to thaw. This freeze/thaw procedure was repeated 3 times. Pd2(dba)3 (23 mg, 0.026 mmol) and tri-tert-butylphosphine (0.1M solution in dioxane) (0.6 mL, 0.06 mmol) were added and the degassing procedure repeated twice. The mixture was heated...